From a dataset of the Open Reaction Database (ORD), a public repository of structured organic reaction records. describe an organic reaction: reactants, conditions, products, and yield Reactants: C([C@H](O)[C@@H](O)C(=O)O)(=O)O (L(+)-tartaric acid), S1C2=C(C=C1)C(=CC=C2)N2CCN(CC2)CCCCOC2=CC=C1C=CC(NC1=C2)=O (7-[4-(4-benzo[b]thiophen-4-yl-piperazin-1-yl)-butoxy]-1H-quinolin-2-one). The solvent is O (water), ClCCl (dichloromethane), CO (methanol). Run at temperature 60 celsius. The product is C(=O)(O)[C@H](O)[C@@H](O)C(=O)O.S1C2=C(C=C1)C(=CC=C2)N2CCN(CC2)CCCCOC2=CC=C1C=CC(NC1=C2)=O (7-[4-(4 benzo[b]thiophen-4-yl-piperazin-1-yl)-butoxy]-1H-quinolin-2-one L(+)-tartrate). Yield: 95.6%. RXN SMILES: [S:1]1[CH:5]=[CH:4][C:3]2[C:6]([N:10]3[CH2:15][CH2:14][N:13]([CH2:16][CH2:17][CH2:18][CH2:19][O:20][C:21]4[CH:30]=[C:29]5[C:24]([CH:25]=[CH:26][C:27](=[O:31])[NH:28]5)=[CH:23][CH:22]=4)[CH2:12][CH2:11]3)=[CH:7][CH:8]=[CH:9][C:2]1=2.[C:32]([OH:41])(=[O:40])[C@@H:33]([C@H:35]([C:37]([OH:39])=[O:38])[OH:36])[OH:34]>ClCCl.CO.O>[C:37]([C@@H:35]([C@H:33]([C:32]([OH:41])=[O:40])[OH:34])[OH:36])([OH:39])=[O:38].[S:1]1[CH:5]=[CH:4][C:3]2[C:6]([N:10]3[CH2:11][CH2:12][N:13]([CH2:16][CH2:17][CH2:18][CH2:19][O:20][C:21]4[CH:30]=[C:29]5[C:24]([CH:25]=[CH:26][C:27](=[O:31])[NH:28]5)=[CH:23][CH:22]=4)[CH2:14][CH2:15]3)=[CH:7][CH:8]=[CH:9][C:2]1=2 |f:5.6|. Procedure: A suspension of 7-[4-(4-benzo[b]thiophen-4-yl-piperazin-1-yl)-butoxy]-1H-quinolin-2-one (15 g) in dichloromethane (100 ml) and methanol (100 ml) was heated to 60° C., dissolved, and L(+)-tartaric acid (5.72 g) dissolved in water (10 ml) was added at room temperature. The precipitated crystals were collected by filtration, and dried to give 7-[4-(4 benzo[b]thiophen-4-yl-piperazin-1-yl)-butoxy]-1H-quinolin-2-one L(+)-tartrate (19.3 g). The product is CCc1cccc(N(CC)C(=N)Nc2cccc3ccccc23)c1. As a reaction SMILES: [CH2:1]([CH3:2])[c:3]1[cH:4][c:5]([N:9]([C:10]#[N:11])[CH2:12][CH3:13])[cH:6][cH:7][cH:8]1.[Cl:26][CH2:27][Cl:28].[ClH:14].[NH2:15][c:16]1[cH:17][cH:18][cH:19][c:20]2[cH:21][cH:22][cH:23][cH:24][c:25]12>>[CH2:1]([CH3:2])[c:3]1[cH:4][c:5]([N:9]([C:10](=[NH:11])[NH:15][c:16]2[cH:17][cH:18][cH:19][c:20]3[cH:21][cH:22][cH:23][cH:24][c:25]23)[CH2:12][CH3:13])[cH:6][cH:7][cH:8]1. The reactants are CCc1cccc(N(C#N)CC)c1, ClCCl, Cl, Nc1cccc2ccccc12. Reactants: N1(CCNCC1)C=1C=CC=2N(N1)C(=NN2)C(F)(F)F (6-(piperazin-1-yl)-3-(trifluoromethyl)-[1,2,4]triazolo[4,3-b]pyridazine), C(C)OC1=CC=C(C=N1)C=O (6-ethoxypyridine-3-carbaldehyde). Product: C(C)OC1=CC=C(C=N1)CN1CCN(CC1)C=1C=CC=2N(N1)C(=NN2)C(F)(F)F (6-[4-[(6-ethoxypyridin-3-yl)methyl]piperazin-1-yl]-3-(trifluoromethyl)-[1,2,4]triazolo[4,3-b]pyridazine). As a reaction SMILES: [N:1]1([C:7]2[CH:8]=[CH:9][C:10]3[N:11]([C:13]([C:16]([F:19])([F:18])[F:17])=[N:14][N:15]=3)[N:12]=2)[CH2:6][CH2:5][NH:4][CH2:3][CH2:2]1.[CH2:20]([O:22][C:23]1[N:28]=[CH:27][C:26]([CH:29]=O)=[CH:25][CH:24]=1)[CH3:21]>>[CH2:20]([O:22][C:23]1[N:28]=[CH:27][C:26]([CH2:29][N:4]2[CH2:3][CH2:2][N:1]([C:7]3[CH:8]=[CH:9][C:10]4[N:11]([C:13]([C:16]([F:17])([F:18])[F:19])=[N:14][N:15]=4)[N:12]=3)[CH2:6][CH2:5]2)=[CH:25][CH:24]=1)[CH3:21]. Procedure details: Reductive amination of 6-(piperazin-1-yl)-3-(trifluoromethyl)-[1,2,4]triazolo[4,3-b]pyridazine with 6-ethoxypyridine-3-carbaldehyde was carried out according to General Synthetic Method 7. The crude product was purified by hplc using a Waters XBridge Prep C18 OBD column, 5μ silica, 30 mm diameter, 100 mm length eluted with decreasingly polar mixtures of water (containing 0.1% aqueous ammonia) and acetonitrile as eluents to give 6-[4-[(6-ethoxypyridin-3-yl)methyl]piperazin-1-yl]-3-(trifluoromethy... The reactants are ClC1=CC=C(C=C1)SCCCCl (1-chloro-4-[(3-chloropropyl)thio]benzene), OO (H2O2), S(O)(O)(=O)=O (sulfuric acid). The solvent is CC(=O)C (acetone). Run at time 16 hour. Product: ClC1=CC=C(C=C1)S(=O)CCCCl (1-Chloro-4-[(3-chloropropyl)sulfinyl]benzene). Reaction SMILES: [Cl:1][C:2]1[CH:7]=[CH:6][C:5]([S:8][CH2:9][CH2:10][CH2:11][Cl:12])=[CH:4][CH:3]=1.OO.S(=O)(=O)(O)[OH:16]>CC(C)=O>[Cl:1][C:2]1[CH:3]=[CH:4][C:5]([S:8]([CH2:9][CH2:10][CH2:11][Cl:12])=[O:16])=[CH:6][CH:7]=1. Procedure details: To a stirred solution of 206.76 g (0.44 mol) of 1-chloro-4-[(3-chloropropyl)thio]benzene (J.A.C.S. 82, 2505, 1960) and 111.50 g of 30% H2O2 (0.98 mol) in 1 L of acetone chilled in a dry ice acetone bath was added 90 mL of concentrated sulfuric acid. The ice bath was removed and the mixture stirred at ambient temperature for 16 hr. The mixture was diluted with 1 L of water and extracted with two 500 mL portions of CH2Cl2. The extracts were dried (MgSO4) and concentrated separately and the residua... The reactants are NC=1C=C(C=CC1)C1=NN2C(C=CC=C2)=C1C1=NC(=NC=C1)NC1=CC(=C(C=C1)OC)N1CCN(CC1)CCS(=O)(=O)C (4-[2-(3-aminophenyl)pyrazolo[1,5-a]pyridin-3-yl]-N-(4-(methyloxy)-3-{4-[2-(methylsulfonyl)ethyl]-1-piperazinyl}phenyl)-2-pyrimidinamine), S1C(=CC=C1)CC(=O)Cl (2-thienylacetyl chloride). Product: COC1=C(C=C(C=C1)NC1=NC=CC(=N1)C=1C(=NN2C1C=CC=C2)C=2C=C(C=CC2)NC(CC=2SC=CC2)=O)N2CCN(CC2)CCS(=O)(=O)C (N-[3-(3-{2-[(4-(Methyloxy)-3-{4-[2-(methylsulfonyl)ethyl]-1-piperazinyl}phenyl)amino]-4-pyrimidinyl}pyrazolo[1,5-a]pyridin-2-yl)phenyl]-2-(2-thienyl)acetamide). The yield is 47.0%. As a reaction SMILES: [NH2:1][C:2]1[CH:3]=[C:4]([C:8]2[C:16]([C:17]3[CH:22]=[CH:21][N:20]=[C:19]([NH:23][C:24]4[CH:29]=[CH:28][C:27]([O:30][CH3:31])=[C:26]([N:32]5[CH2:37][CH2:36][N:35]([CH2:38][CH2:39][S:40]([CH3:43])(=[O:42])=[O:41])[CH2:34][CH2:33]5)[CH:25]=4)[N:18]=3)=[C:11]3[CH:12]=[CH:13][CH:14]=[CH:15][N:10]3[N:9]=2)[CH:5]=[CH:6][CH:7]=1.[S:44]1[CH:48]=[CH:47][CH:46]=[C:45]1[CH2:49][C:50](Cl)=[O:51]>>[CH3:31][O:30][C:27]1[CH:28]=[CH:29][C:24]([NH:23][C:19]2[N:18]=[C:17]([C:16]3[C:8]([C:4]4[CH:3]=[C:2]([NH:1][C:50](=[O:51])[CH2:49][C:45]5[S:44][CH:48]=[CH:47][CH:46]=5)[CH:7]=[CH:6][CH:5]=4)=[N:9][N:10]4[CH:15]=[CH:14][CH:13]=[CH:12][C:11]=34)[CH:22]=[CH:21][N:20]=2)=[CH:25][C:26]=1[N:32]1[CH2:37][CH2:36][N:35]([CH2:38][CH2:39][S:40]([CH3:43])(=[O:41])=[O:42])[CH2:34][CH2:33]1. Reported procedure: The title compound was synthesized from 4-[2-(3-aminophenyl)pyrazolo[1,5-a]pyridin-3-yl]-N-(4-(methyloxy)-3-{4-[2-(methylsulfonyl)ethyl]-1-piperazinyl}phenyl)-2-pyrimidinamine using 2-thienylacetyl chloride as described in Example 10, Step E to give a light brown solid in 47% yield. 1H NMR (400 MHz, DMSO-D6) δ ppm 2.5 (m, 4H) 2.7 (m, 3H) 2.9 (m, 4H) 3.0 (s, 3H) 3.7 (s, 3H) 3.9 (s, 2H) 6.4 (d, J=5.1 Hz, 1H) 6.8 (d, J=9.1 Hz, 1H) 7.0 (d, J=4.6 Hz, 2H) 7.1 (t, J=6.6 Hz, 1H) 7.3 (m, 3H) 7.4 (d, J=10... Starting materials: [Ag+], CSC(=NC(=O)OC(C)(C)C)NC(=O)OC(C)(C)C, CC(=O)[O-], CN(C)C=O, O, NCc1cccc(O)c1. Product: CC(C)(C)OC(=O)NC(=NCc1cccc(O)c1)NC(=O)OC(C)(C)C. As a reaction SMILES: [Ag+:39].[C:10]([CH3:11])([CH3:12])([CH3:13])[O:14][C:15](=[O:16])[NH:17][C:18]([S:19][CH3:20])=[N:21][C:22](=[O:23])[O:24][C:25]([CH3:26])([CH3:27])[CH3:28].[C:35]([O-:36])(=[O:37])[CH3:38].[O:29]=[CH:30][N:31]([CH3:32])[CH3:33].[OH2:34].[OH:1][c:2]1[cH:3][c:4]([CH2:5][NH2:6])[cH:7][cH:8][cH:9]1>>[OH:1][c:2]1[cH:3][c:4]([CH2:5][N:6]=[C:18]([NH:17][C:15]([O:14][C:10]([CH3:11])([CH3:12])[CH3:13])=[O:16])[NH:21][C:22](=[O:23])[O:24][C:25]([CH3:26])([CH3:27])[CH3:28])[cH:7][cH:8][cH:9]1. The reactants are CC(=O)[O-], CC(=O)[O-], CC(C)O, ClC(Cl)Cl, OB(O)C1CC1, Fc1ccc(I)cn1, [K+], [K+], [K+], O, O=P([O-])([O-])[O-], [Pd+2], Cc1ccccc1. Yields the product Fc1ccc(C2CC2)cn1. Reaction SMILES: [C:39]([O-:40])(=[O:41])[CH3:42].[C:44]([O-:45])(=[O:46])[CH3:47].[CH:31]([OH:32])([CH3:33])[CH3:34].[CH:35]([Cl:36])([Cl:37])[Cl:38].[CH:9]1([B:12]([OH:13])[OH:14])[CH2:10][CH2:11]1.[F:1][c:2]1[n:3][cH:4][c:5]([I:8])[cH:6][cH:7]1.[K+:20].[K+:21].[K+:22].[OH2:23].[P:15]([O-:16])([O-:17])([O-:18])=[O:19].[Pd+2:43].[c:24]1([CH3:25])[cH:26][cH:27][cH:28][cH:29][cH:30]1>>[F:1][c:2]1[n:3][cH:4][c:5]([CH:9]2[CH2:10][CH2:11]2)[cH:6][cH:7]1.